Dataset: the Open Reaction Database (ORD), a public repository of structured organic reaction records. Task: describe an organic reaction: reactants, conditions, products, and yield Reactants: solution, [F-].C(CCC)[N+](CCCC)(CCCC)CCCC (tetrabutylammoniumfluoride), [Si](C)(C)(C(C)(C)C)OC[C@H]1CN(C(O1)=O)C1=CC=C(C=C1)C1=CC=C(C=C1)N1C(O[C@H](C1)CN1N=NC(=C1)C)=O ((5R)-5-({[tert-Butyl(dimethyl)silyl]oxy}methyl)-3-(4′-{(5R)-5-[(4-methyl-1H-1,2,3-triazol-1-yl)methyl]-2-oxo-1,3-oxazolidin-3-yl}-1,1′-biphenyl-4-yl)-1,3-oxazolidin-2-one). The solvent is O1CCCC1 (tetrahydrofuran), O1CCCC1 (tetrahydrofuran). Conditions: time 1 hour. The product is FC1=C(C=CC(=C1)N1C(O[C@H](C1)CN1N=NC(=C1)C)=O)C1=CC=C(C=C1)N1C(O[C@H](C1)CO)=O ((5R)-3-{2-Fluoro-4′-[(5R)-5-(hydroxymethyl)-2-oxo-1,3-oxazolidin-3-yl]-1,1′-biphenyl-4-yl}-5-[(4-methyl-1H-1,2,3-triazol-1-yl)methyl]-1,3-oxazolidin-2-one). As a reaction SMILES: [Si]([O:8][CH2:9][C@@H:10]1[O:14][C:13](=[O:15])[N:12]([C:16]2[CH:21]=[CH:20][C:19]([C:22]3[CH:27]=[CH:26][C:25]([N:28]4[CH2:32][C@H:31]([CH2:33][N:34]5[CH:38]=[C:37]([CH3:39])[N:36]=[N:35]5)[O:30][C:29]4=[O:40])=[CH:24][CH:23]=3)=[CH:18][CH:17]=2)[CH2:11]1)(C(C)(C)C)(C)C.[F-:41].C([N+](CCCC)(CCCC)CCCC)CCC>O1CCCC1>[F:41][C:23]1[CH:24]=[C:25]([N:28]2[CH2:32][C@H:31]([CH2:33][N:34]3[CH:38]=[C:37]([CH3:39])[N:36]=[N:35]3)[O:30][C:29]2=[O:40])[CH:26]=[CH:27][C:22]=1[C:19]1[CH:20]=[CH:21][C:16]([N:12]2[CH2:11][C@H:10]([CH2:9][OH:8])[O:14][C:13]2=[O:15])=[CH:17][CH:18]=1 |f:1.2|. Procedure details: (5R)-5-({[tert-Butyl(dimethyl)silyl]oxy}methyl)-3-(4′-{(5R)-5-[(4-methyl-1H-1,2,3-triazol-1-yl)methyl]-2-oxo-1,3-oxazolidin-3-yl}-1,1′-biphenyl-4-yl)-1,3-oxazolidin-2-one (0.016 g, 0.030 mM) was suspended in tetrahydrofuran (0.5 ml) and a 1N solution of tetrabutylammoniumfluoride in tetrahydrofuran (0.03 ml) was added. The reaction was stirred at room temperature for one hour. The cloudy suspension was concentrated as a white residue. As a reaction SMILES: P(Br)(Br)[Br:2].[F:5][C:6]1[C:11]([N+:12]([O-:14])=[O:13])=[CH:10][CH:9]=[CH:8][C:7]=1[CH2:15]O>C(OCC)C>[Br:2][CH2:15][C:7]1[CH:8]=[CH:9][CH:10]=[C:11]([N+:12]([O-:14])=[O:13])[C:6]=1[F:5]. Reactants: ice water, P(Br)(Br)Br (phosphorus tribromide), FC1=C(C=CC=C1[N+](=O)[O-])CO ((2-fluoro-3-nitrophenyl)methanol). The solvent is C(C)OCC (diethylether), C(C)OCC (diethylether). Yield: 70.0%. Yields the product BrCC1=C(C(=CC=C1)[N+](=O)[O-])F (1-Bromomethyl-2-fluoro-3-nitrobenzene). Reaction conditions: temperature 0 celsius, time 30 minute. Procedure details: A solution of phosphorus tribromide (4.8 mL) in anhydrous diethylether (100 mL) was added at 0° C. to a solution of (2-fluoro-3-nitrophenyl)methanol (compound 2c-1) (7.52 g, 46.3 mmol) in anhydrous diethylether (130 mL), and the mixture was stirred at 30 minutes at 0° C. The reaction mixture was then poured into ice water and extracted with ethyl acetate. The organic extract was washed in series with saturated sodium hydrogen carbonate solution, water and saturated saline, and dried over magnesi... The reactants are CCN(C(C)C)C(C)C, Cn1cc(C(=O)NCc2ccc(Cl)cc2)c(=O)c2sc(CCl)cc21, CNCC(O)c1ccc2c(c1)OCO2, CN(C)C=O, O. Yields the product CN(Cc1cc2c(s1)c(=O)c(C(=O)NCc1ccc(Cl)cc1)cn2C)CC(O)c1ccc2c(c1)OCO2. As a reaction SMILES: [CH:39]([N:40]([CH:41]([CH3:42])[CH3:43])[CH2:44][CH3:45])([CH3:46])[CH3:47].[Cl:1][c:2]1[cH:3][cH:4][c:5]([CH2:6][NH:7][C:8](=[O:9])[c:10]2[c:11](=[O:22])[c:12]3[c:13]([n:14]([CH3:16])[cH:15]2)[cH:17][c:18]([CH2:20][Cl:21])[s:19]3)[cH:23][cH:24]1.[O:25]1[CH2:26][O:27][c:28]2[c:29]1[cH:30][cH:31][c:32]([CH:34]([CH2:35][NH:36][CH3:37])[OH:38])[cH:33]2.[O:48]=[CH:49][N:50]([CH3:51])[CH3:52].[OH2:53]>>[Cl:1][c:2]1[cH:3][cH:4][c:5]([CH2:6][NH:7][C:8](=[O:9])[c:10]2[c:11](=[O:22])[c:12]3[c:13]([n:14]([CH3:16])[cH:15]2)[cH:17][c:18]([CH2:20][N:36]([CH2:35][CH:34]([c:32]2[cH:31][cH:30][c:29]4[c:28]([cH:33]2)[O:27][CH2:26][O:25]4)[OH:38])[CH3:37])[s:19]3)[cH:23][cH:24]1. The reactants are CCOC(=O)C (EtOAc), BrC1=CC(=CS1)C=O (5-bromo-3-thiophenecarbaldehyde), C(C)S(=O)(=O)N1CCC(CC1)C1=CNC2=C(C=C(C=C12)B1OC(C(O1)(C)C)(C)C)C(=O)N (3-[1-(ethylsulfonyl)-4-piperidinyl]-5-(4,4,5,5-tetramethyl-1,3,2-dioxaborolan-2-yl)-1H-indole-7-carboxamide), C([O-])([O-])=O.[K+].[K+] (potassium carbonate). The reagents and catalysts are C=1C=CC(=CC1)[P](C=2C=CC=CC2)(C=3C=CC=CC3)[Pd]([P](C=4C=CC=CC4)(C=5C=CC=CC5)C=6C=CC=CC6)([P](C=7C=CC=CC7)(C=8C=CC=CC8)C=9C=CC=CC9)[P](C=1C=CC=CC1)(C=1C=CC=CC1)C=1C=CC=CC1 (tetrakis(triphenylphosphine)palladium). Run in O (H2O), O1CCOCC1 (dioxane), O (H2O), CO (MeOH). Conditions: time 20 minute. Product: C(C)S(=O)(=O)N1CCC(CC1)C1=CNC2=C(C=C(C=C12)C=1SC=C(C1)C=O)C(=O)N (3-[1-(ethylsulfonyl)-4-piperidinyl]-5-(4-formyl-2-thienyl)-1H-indole-7-carboxamide). Yield: 161.8%. As a reaction SMILES: Br[C:2]1[S:6][CH:5]=[C:4]([CH:7]=[O:8])[CH:3]=1.[CH2:9]([S:11]([N:14]1[CH2:19][CH2:18][CH:17]([C:20]2[C:28]3[C:23](=[C:24]([C:38]([NH2:40])=[O:39])[CH:25]=[C:26](B4OC(C)(C)C(C)(C)O4)[CH:27]=3)[NH:22][CH:21]=2)[CH2:16][CH2:15]1)(=[O:13])=[O:12])[CH3:10].C(=O)([O-])[O-].[K+].[K+].CCOC(C)=O>O1CCOCC1.O.C1C=CC([P]([Pd]([P](C2C=CC=CC=2)(C2C=CC=CC=2)C2C=CC=CC=2)([P](C2C=CC=CC=2)(C2C=CC=CC=2)C2C=CC=CC=2)[P](C2C=CC=CC=2)(C2C=CC=CC=2)C2C=CC=CC=2)(C2C=CC=CC=2)C2C=CC=CC=2)=CC=1.CO>[CH2:9]([S:11]([N:14]1[CH2:15][CH2:16][CH:17]([C:20]2[C:28]3[C:23](=[C:24]([C:38]([NH2:40])=[O:39])[CH:25]=[C:26]([C:2]4[S:6][CH:5]=[C:4]([CH:7]=[O:8])[CH:3]=4)[CH:27]=3)[NH:22][CH:21]=2)[CH2:18][CH2:19]1)(=[O:13])=[O:12])[CH3:10] |f:2.3.4,^1:63,65,84,103|. Reported procedure: To a solution of 5-bromo-3-thiophenecarbaldehyde (250 mg, 1.29 mmol) in dioxane (4.5 mL) and H2O (1.5 mL) was added 3-[1-(ethylsulfonyl)-4-piperidinyl]-5-(4,4,5,5-tetramethyl-1,3,2-dioxaborolan-2-yl)-1H-indole-7-carboxamide (200 mg, 0.43 mmol), potassium carbonate (250 mg, 2.58 mmol) and tetrakis(triphenylphosphine)palladium (0) (56 mg, 0.049 mmol). The reaction was run in the microwave at 150° C. for 20 min. It was then treated with EtOAc and H2O to obtain the crude product. This was then treat... Starting materials: FC1=NC(=C2N=CN(C2=N1)C(C)C)NCC1=NC=CC=C1 ((2-fluoro-9-isopropyl-9H-purin-6-yl)-pyridin-2-ylmethyl-amine), CCN(C(C)C)C(C)C (DIEA), N[C@@H](C(CC)O)CC ((3RS,4R)-4-amino-hexan-3-ol). Solvent: CCCCO.CS(=O)C (n-BuOH DMSO). Reaction conditions: time 72 hour. Product: C(C)(C)N1C2=NC(=NC(=C2N=C1)NCC1=NC=CC=C1)N[C@@H](C(CC)O)CC ((3RS,4R)-4-{9-Isopropyl-6-[(pyridin-2-ylmethyl)-amino]-9H-purin-2-ylamino}-hexan-3-ol). Reaction SMILES: F[C:2]1[N:10]=[C:9]2[C:5]([N:6]=[CH:7][N:8]2[CH:11]([CH3:13])[CH3:12])=[C:4]([NH:14][CH2:15][C:16]2[CH:21]=[CH:20][CH:19]=[CH:18][N:17]=2)[N:3]=1.CCN(C(C)C)C(C)C.[NH2:31][C@H:32]([CH2:37][CH3:38])[CH:33]([OH:36])[CH2:34][CH3:35]>CCCCO.CS(C)=O>[CH:11]([N:8]1[CH:7]=[N:6][C:5]2[C:9]1=[N:10][C:2]([NH:31][C@H:32]([CH2:37][CH3:38])[CH:33]([OH:36])[CH2:34][CH3:35])=[N:3][C:4]=2[NH:14][CH2:15][C:16]1[CH:21]=[CH:20][CH:19]=[CH:18][N:17]=1)([CH3:13])[CH3:12] |f:3.4|. Procedure details: To a stirred solution of (2-fluoro-9-isopropyl-9H-purin-6-yl)-pyridin-2-ylmethyl-amine (20 mg, 1 eq, 0.07 mmol) in n-BuOH/DMSO (3.75 mL, 4:1) at room temperature under an argon atmosphere was added DIEA (0.18 mL, 15 eq, 1.03 mmol) followed by (3RS,4R)-4-amino-hexan-3-ol (110 mg, 13 eq, 0.94 mmol). The reaction mixture was placed in a preheated oil bath at 140° C. and stirred at this temperature for 72 h. The reaction mixture was allowed to cool to room temperature and the solvent was evaporated ... RXN SMILES: [CH2:1]([N:3]1[CH:7]=[C:6]([C:8]2[CH:13]=[CH:12][N:11]=[C:10]3[N:14]([S:26]([C:29]4[CH:34]=[CH:33][CH:32]=[CH:31][CH:30]=4)(=[O:28])=[O:27])[C:15]([C:17]4[CH:24]=[CH:23][C:20]([CH:21]=O)=[C:19]([F:25])[CH:18]=4)=[CH:16][C:9]=23)[C:5]([C:35]2[CH:40]=[CH:39][C:38]([N+:41]([O-:43])=[O:42])=[CH:37][CH:36]=2)=[N:4]1)[CH3:2].[NH:44]1[CH2:48][CH2:47][CH2:46][CH2:45]1>>[CH2:1]([N:3]1[CH:7]=[C:6]([C:8]2[CH:13]=[CH:12][N:11]=[C:10]3[N:14]([S:26]([C:29]4[CH:30]=[CH:31][CH:32]=[CH:33][CH:34]=4)(=[O:27])=[O:28])[C:15]([C:17]4[CH:24]=[CH:23][C:20]([CH2:21][N:44]5[CH2:48][CH2:47][CH2:46][CH2:45]5)=[C:19]([F:25])[CH:18]=4)=[CH:16][C:9]=23)[C:5]([C:35]2[CH:36]=[CH:37][C:38]([N+:41]([O-:43])=[O:42])=[CH:39][CH:40]=2)=[N:4]1)[CH3:2]. The reactants are Intermediate 101, C(C)N1N=C(C(=C1)C1=C2C(=NC=C1)N(C(=C2)C2=CC(=C(C=O)C=C2)F)S(=O)(=O)C2=CC=CC=C2)C2=CC=C(C=C2)[N+](=O)[O-] (4-[4-[1-ethyl-3-(4-nitrophenyl)-1H-pyrazol-4-yl]-1-(phenylsulfonyl)-1H-pyrrolo[2,3-b]pyridin-2-yl]-2-fluorobenzaldehyde), N1CCCC1 (pyrrolidine). The product is C(C)N1N=C(C(=C1)C1=C2C(=NC=C1)N(C(=C2)C2=CC(=C(C=C2)CN2CCCC2)F)S(=O)(=O)C2=CC=CC=C2)C2=CC=C(C=C2)[N+](=O)[O-] (4-[1-ethyl-3-(4-nitrophenyl)-1H-pyrazol-4-yl]-2-[3-fluoro-4-(1-pyrrolidinylmethyl)phenyl]-1-(phenylsulfonyl)-1H-pyrrolo[2,3-b]pyridine). Procedure details: Following the procedure described for Intermediate 101 using 4-[4-[1-ethyl-3-(4-nitrophenyl)-1H-pyrazol-4-yl]-1-(phenylsulfonyl)-1H-pyrrolo[2,3-b]pyridin-2-yl]-2-fluorobenzaldehyde and pyrrolidine provided the title compound. ESMS[M+H]+: 651.4. The reactants are C1(CC1)CN1C(C(=CC(=C1)C1=CC=CC=C1)NC(OCC1=CC=CC=C1)=O)=O (Benzyl 1-(cyclopropylmethyl)-2-oxo-5-phenyl-1,2-dihydropyridin-3-ylcarbamate). Reagents/catalysts: [Pd] (palladium on carbon). Solvent: C(C)O (ethanol). Yields the product NC1C(N(CC(C1)C1=CC=CC=C1)CC1CC1)=O (3-Amino-1-(cyclopropylmethyl)-5-phenylpiperidin-2-one). The yield is 0.1%. Reaction SMILES: [CH:1]1([CH2:4][N:5]2[CH:10]=[C:9]([C:11]3[CH:16]=[CH:15][CH:14]=[CH:13][CH:12]=3)[CH:8]=[C:7]([NH:17]C(=O)OCC3C=CC=CC=3)[C:6]2=[O:28])[CH2:3][CH2:2]1>[Pd].C(O)C>[NH2:17][CH:7]1[CH2:8][CH:9]([C:11]2[CH:12]=[CH:13][CH:14]=[CH:15][CH:16]=2)[CH2:10][N:5]([CH2:4][CH:1]2[CH2:3][CH2:2]2)[C:6]1=[O:28]. Procedure: Benzyl 1-(cyclopropylmethyl)-2-oxo-5-phenyl-1,2-dihydropyridin-3-ylcarbamate (0.061 g, 0.163 mmol) and 10% palladium on carbon (0.060 g) were stirred in ethanol (15 ml) for 6 h under hydrogen atmosphere (50 psi). Catalyst was filtered from the solution and solvent removed in vacuo to produce the title compound (0.031 mg). MS 245 (M+1) Reactants: ClC=1C=C(OC2=C(C=CC(=C2)OC)C2CC(N(C2)C=2C=C(C(=O)N)C=CC2)=O)C=CC1 (3-{4-[2-(3-chlorophenoxy)-4-methoxyphenyl]-2-oxo-pyrrolidin-1-yl}-benzamide), C1(CCCC1)Br (cyclopentyl bromide), C(=O)([O-])[O-].[K+].[K+] (K2CO3), CN(C)C=O (DMF). Conditions: time 8 hour. Product: C(C1=CC=CC=C1)OC1=C(C=C(C=O)C=C1)OC1CCCC1 (4-benzyloxy-3-cyclopentyloxybenzaldehyde). The yield is 98.0%. Reaction SMILES: Cl[C:2]1[CH:3]=[C:4]([CH:29]=[CH:30][CH:31]=1)[O:5][C:6]1[CH:11]=[C:10](OC)[CH:9]=[CH:8][C:7]=1[CH:14]1CN(C2C=C(C=CC=2)C(N)=O)C(=O)C1.[CH:32]1(Br)[CH2:36][CH2:35][CH2:34][CH2:33]1.[C:38]([O-])([O-])=[O:39].[K+].[K+].CN(C=[O:48])C>>[CH2:6]([O:5][C:4]1[CH:3]=[CH:2][C:31]([CH:38]=[O:39])=[CH:30][C:29]=1[O:48][CH:32]1[CH2:36][CH2:35][CH2:34][CH2:33]1)[C:11]1[CH:10]=[CH:9][CH:8]=[CH:7][CH:14]=1 |f:2.3.4|. Reported procedure: To a solution of 4-benzyloxy-3-hydroxybenzaldehyde 13 (5 g, 21.9 mmol) in DMF (50 mL) was added cyclopentyl bromide (4.7 mL, 43.8 mmol) and K2CO3 (12.1 g, 87.6 mmol). The reaction mixture was stirred at r.t. overnight. K2CO3 was filtered from the mixture, and the filtrate was extracted with EtOAc. The organic layer was washed with water (2×) and saturated NaCl, dried with Na2SO4 and concentrated under reduced pressure. Purification by silica gel gave the desired product as a colorless oil (98%)....